Dataset: the Open Reaction Database (ORD), a public repository of structured organic reaction records. Task: describe an organic reaction: reactants, conditions, products, and yield The reactants are COc1ccc(CN2CC(O)CC(O[Si](C)(C)C(C)(C)C)C2)cc1, CO, [H][H]. The product is CC(C)(C)[Si](C)(C)OC1CNCC(O)C1. As a reaction SMILES: [C:1]([CH3:2])([CH3:3])([CH3:4])[Si:5]([O:6][CH:7]1[CH2:8][CH:9]([OH:22])[CH2:10][N:11]([CH2:13][c:14]2[cH:15][cH:16][c:17]([O:18][CH3:19])[cH:20][cH:21]2)[CH2:12]1)([CH3:23])[CH3:24].[CH3:27][OH:28].[H:25][H:26]>>[C:1]([CH3:2])([CH3:3])([CH3:4])[Si:5]([O:6][CH:7]1[CH2:8][CH:9]([OH:22])[CH2:10][NH:11][CH2:12]1)([CH3:23])[CH3:24]. Reactants: Cc1ccc(Br)cc1[N+](=O)[O-], [Cl-], [NH4+], O. Yields the product Cc1ccc(Br)cc1N. Reaction SMILES: [Br:3][c:4]1[cH:5][c:6]([N+:11]([O-:12])=[O:13])[c:7]([CH3:10])[cH:8][cH:9]1.[Cl-:1].[NH4+:2].[OH2:14]>>[Br:3][c:4]1[cH:5][c:6]([NH2:11])[c:7]([CH3:10])[cH:8][cH:9]1. The reactants are BrC1=CC=C2C(C(N(C2=C1C)CC1=CC2=CC=CC=C2C=C1)=O)=O (6-Bromo-7-methyl-1-naphthalen-2-ylmethyl-1H-indole-2,3-dione), O (water). The solvent is O.NN (hydrazine hydrate). The product is BrC1=CC=C2CC(N(C2=C1C)CC1=CC2=CC=CC=C2C=C1)=O (6-Bromo-7-methyl-1-naphthalen-2-ylmethyl-1,3-dihydro-indol-2-one), 2C. Yield: 59.0%. As a reaction SMILES: [Br:1][C:2]1[C:10]([CH3:11])=[C:9]2[C:5]([C:6](=O)[C:7](=[O:23])[N:8]2[CH2:12][C:13]2[CH:22]=[CH:21][C:20]3[C:15](=[CH:16][CH:17]=[CH:18][CH:19]=3)[CH:14]=2)=[CH:4][CH:3]=1.O>O.NN>[Br:1][C:2]1[C:10]([CH3:11])=[C:9]2[C:5]([CH2:6][C:7](=[O:23])[N:8]2[CH2:12][C:13]2[CH:22]=[CH:21][C:20]3[C:15](=[CH:16][CH:17]=[CH:18][CH:19]=3)[CH:14]=2)=[CH:4][CH:3]=1 |f:2.3|. Reported procedure: 6-Bromo-7-methyl-1-naphthalen-2-ylmethyl-1H-indole-2,3-dione (1.04 g, 2.58 mmol) was dissolved in 20 ml of hydrazine hydrate and refluxed for 120 minutes. The reaction mixture was poured into cold water, extracted in ethyl acetate, dried over MgSO4, filtered and concentrated under vacuum to give the crude product. It was chromatographed on flash silica gel eluting with 5% ethyl acetate in hexane to yield the title compound of 2C (0.592 g, 59% yield). The reactants are CCOC(=O)C1CC12CC1CCC(C)C12, CCOC(=O)C1CC12CCCCC2. Yields the product CC1CCC2CC3(CC3C(=O)O)C12. As a reaction SMILES: [CH3:1][CH:2]1[CH2:3][CH2:4][CH:5]2[CH2:6][C:7]3([CH:8]12)[CH:9]([C:11](=[O:12])[O:13][CH2:14][CH3:15])[CH2:10]3.[CH:16]1([C:17]([O:18][CH2:19][CH3:20])=[O:21])[C:22]2([CH2:23][CH2:24][CH2:25][CH2:26][CH2:27]2)[CH2:28]1>>[CH3:1][CH:2]1[CH2:3][CH2:4][CH:5]2[CH2:6][C:7]3([CH:8]12)[CH:9]([C:11](=[O:12])[OH:13])[CH2:10]3. The reactants are FC=1C(=NC2=CC=CC(=C2N1)C1=CC=2C(NCCC2N1)=O)C (2-(3-fluoro-2-methylquinoxalin-5-yl)-6,7-dihydro-1H-pyrrolo[3,2-c]pyridin-4(5H)-one), Cl.COC([C@H](N)C)=O (D-alanine methyl ester hydrochloride), CCN(C(C)C)C(C)C (DIPEA), CO.C(Cl)Cl (MeOH DCM). Run in CS(=O)C (DMSO). Conditions: temperature 100 celsius. Product: CC=1C(=NC2=C(C=CC=C2N1)C1=CC=2C(NCCC2N1)=O)N[C@@H](C(=O)OC)C ((R)-methyl 2-((3-methyl-8-(4-oxo-4,5,6,7-tetrahydro-1H-pyrrolo[3,2-c]pyridin-2-yl)quinoxalin-2-yl)amino)propanoate). Yield: 62.9%. As a reaction SMILES: F[C:2]1[C:3]([CH3:22])=[N:4][C:5]2[C:10]([N:11]=1)=[C:9]([C:12]1[NH:20][C:19]3[CH2:18][CH2:17][NH:16][C:15](=[O:21])[C:14]=3[CH:13]=1)[CH:8]=[CH:7][CH:6]=2.Cl.[CH3:24][O:25][C:26](=[O:30])[C@@H:27]([CH3:29])[NH2:28].CCN(C(C)C)C(C)C.CO.C(Cl)Cl>CS(C)=O>[CH3:22][C:3]1[C:2]([NH:28][C@H:27]([CH3:29])[C:26]([O:25][CH3:24])=[O:30])=[N:11][C:10]2[C:5]([N:4]=1)=[CH:6][CH:7]=[CH:8][C:9]=2[C:12]1[NH:20][C:19]2[CH2:18][CH2:17][NH:16][C:15](=[O:21])[C:14]=2[CH:13]=1 |f:1.2,4.5|. Reported procedure: Prepared similar to that described in Example 131 using 2-(3-fluoro-2-methylquinoxalin-5-yl)-6,7-dihydro-1H-pyrrolo[3,2-c]pyridin-4(5H)-one (Example 126; 37.7 mg, 0.089 mmol), D-alanine methyl ester hydrochloride (Aldrich; 37.3 mg, 0.267 mmol), and DIPEA (0.093 mL, 0.534 mmol) in DMSO (0.8 mL), heating at 100° C. for 30 min. Chromatographic purification (silica gel, 0-100% EtOAc/hexanes, then 0-10% MeOH/DCM) furnished (R)-methyl 2-((3-methyl-8-(4-oxo-4,5,6,7-tetrahydro-1H-pyrrolo[3,2-c]pyridin-2... The reactants are BrC1=C(C=O)C=C(C=C1)F (2-bromo-5-fluorobenzaldehyde), C([O-])([O-])=O.[K+].[K+] (potassium carbonate), O (water), NC1=NC2=CC=C(C=C2C(=N1)C(=O)N1CC2=CC=CC=C2C1)B1OC(C(O1)(C)C)(C)C ([2-amino-6-(4,4,5,5-tetramethyl-1,3,2-dioxaborolan-2-yl)quinazolin-4-yl]-(1,3-dihydroisoindol-2-yl)methanone). Reagents/catalysts: C1=CC=C(C=C1)P([C-]2C=CC=C2)C3=CC=CC=C3.C1=CC=C(C=C1)P([C-]2C=CC=C2)C3=CC=CC=C3.Cl[Pd]Cl.[Fe+2] ([1,1′-bis(diphenylphosphino)ferrocene]palladium(II) dichloride). The solvent is C(C)O (ethanol). Conditions: temperature 120 celsius. The product is NC1=NC2=CC=C(C=C2C(=N1)C(=O)N1CC2=CC=CC=C2C1)C1=C(C=O)C=C(C=C1)F (2-[2-Amino-4-(isoindoline-2-carbonyl)quinazolin-6-yl]-5-fluorobenzaldehyde). Reaction SMILES: Br[C:2]1[CH:9]=[CH:8][C:7]([F:10])=[CH:6][C:3]=1[CH:4]=[O:5].C(=O)([O-])[O-].[K+].[K+].O.[NH2:18][C:19]1[N:28]=[C:27]([C:29]([N:31]2[CH2:39][C:38]3[C:33](=[CH:34][CH:35]=[CH:36][CH:37]=3)[CH2:32]2)=[O:30])[C:26]2[C:21](=[CH:22][CH:23]=[C:24](B3OC(C)(C)C(C)(C)O3)[CH:25]=2)[N:20]=1>C(O)C.C1C=CC(P(C2C=CC=CC=2)[C-]2C=CC=C2)=CC=1.C1C=CC(P(C2C=CC=CC=2)[C-]2C=CC=C2)=CC=1.Cl[Pd]Cl.[Fe+2]>[NH2:18][C:19]1[N:28]=[C:27]([C:29]([N:31]2[CH2:32][C:33]3[C:38](=[CH:37][CH:36]=[CH:35][CH:34]=3)[CH2:39]2)=[O:30])[C:26]2[C:21](=[CH:22][CH:23]=[C:24]([C:2]3[CH:9]=[CH:8][C:7]([F:10])=[CH:6][C:3]=3[CH:4]=[O:5])[CH:25]=2)[N:20]=1 |f:1.2.3,7.8.9.10|. Procedure details: 244 mg of 2-bromo-5-fluorobenzaldehyde, 1.7 g of potassium carbonate, 87 μl of water and 196 mg of [1,1′-bis(diphenylphosphino)ferrocene]palladium(II) dichloride are added to a solution of 2 g of [2-amino-6-(4,4,5,5-tetramethyl-1,3,2-dioxaborolan-2-yl)quinazolin-4-yl]-(1,3-dihydroisoindol-2-yl)methanone in 200 ml of ethanol under argon. The mixture is heated at 120° C. for 30 min; the hot mixture is filtered through kieselguhr, and the filtrate is evaporated. The residue obtained is triturated w... The reactants are NC(CO)(C)C (2-amino-2-methyl-1-propanol), C1C(CC)O1 (1,2-butylene oxide), crude product. Run in O (water). The product is OC(CNC(CO)(C)C)CC (N-(2'-hydroxybutyl)-2-amino-2-methyl-1-propanol). Isolated yield 82.0%. RXN SMILES: [NH2:1][C:2]([CH3:6])([CH3:5])[CH2:3][OH:4].[CH2:7]1[O:11][CH:8]1[CH2:9][CH3:10]>O>[OH:11][CH:8]([CH2:9][CH3:10])[CH2:7][NH:1][C:2]([CH3:6])([CH3:5])[CH2:3][OH:4]. Procedure details: In this example, 1780 g (20 mol) of 2-amino-2-methyl-1-propanol and 10 g water were added to a 5-liter three-necked flask equipped with a thermometer, condenser, magnetic stirrer, dropping funnel, and nitrogen inlet. 1,2-butylene oxide (1584 g, 22 mol) was added into the flask slowly at 90° C.-100° C. with stirring and under a nitrogen atmosphere. The resulting crude product was N-(2'-hydroxybutyl)-2-amino-2-methyl-1-propanol (82% yield with 90% alkanolamine conversion as determined by GLC).